From a dataset of the Open Reaction Database (ORD), a public repository of structured organic reaction records. describe an organic reaction: reactants, conditions, products, and yield The reactants are CC(C)(C)OC(=O)NC1C(=O)NC1CCC(=O)CO[Si](C)(C)C(C)(C)C, CC(C)(C)OC(=O)C(=O)Cl, ClCCl, CCN(C(C)C)C(C)C, [Ca+2], [Cl-], [Cl-]. Yields the product CC(C)(C)OC(=O)NC1C(=O)N(C(=O)C(=O)OC(C)(C)C)C1CCC(=O)CO[Si](C)(C)C(C)(C)C. RXN SMILES: [C:14]([CH3:15])([CH3:16])([CH3:17])[O:18][C:19]([NH:20][CH:21]1[CH:22]([CH2:26][CH2:27][C:28]([CH2:29][O:30][Si:31]([CH3:32])([CH3:33])[C:34]([CH3:35])([CH3:36])[CH3:37])=[O:38])[NH:23][C:24]1=[O:25])=[O:39].[C:1]([CH3:2])([CH3:3])([CH3:4])[O:5][C:6]([C:7](=[O:8])[Cl:9])=[O:10].[CH2:49]([Cl:50])[Cl:51].[CH:40]([N:41]([CH2:42][CH3:43])[CH:44]([CH3:45])[CH3:46])([CH3:47])[CH3:48].[Ca+2:13].[Cl-:11].[Cl-:12]>>[C:1]([CH3:2])([CH3:3])([CH3:4])[O:5][C:6]([C:7](=[O:8])[N:23]1[CH:22]([CH2:26][CH2:27][C:28]([CH2:29][O:30][Si:31]([CH3:32])([CH3:33])[C:34]([CH3:35])([CH3:36])[CH3:37])=[O:38])[CH:21]([NH:20][C:19]([O:18][C:14]([CH3:15])([CH3:16])[CH3:17])=[O:39])[C:24]1=[O:25])=[O:10]. Reactants: C(C1=CC=CC=C1)NCC(C(=O)C=1C(=NN2C1C=CC=C2)C(C)C)C (3-(benzylamino)-1-(2-isopropylpyrazolo[1,5-a]pyridin-3-yl)-2-methylpropan-1-one). Solvent: CO (MeOH). Run at time 2 hour. The product is NCC(C(=O)C=1C(=NN2C1C=CC=C2)C(C)C)C (3-amino-1-(2-isopropylpyrazolo[1,5-a]pyridin-3-yl)-2-methylpropan-1-one). Isolated yield 16.6%. RXN SMILES: C([NH:8][CH2:9][CH:10]([CH3:25])[C:11]([C:13]1[C:14]([CH:22]([CH3:24])[CH3:23])=[N:15][N:16]2[CH:21]=[CH:20][CH:19]=[CH:18][C:17]=12)=[O:12])C1C=CC=CC=1>CO>[NH2:8][CH2:9][CH:10]([CH3:25])[C:11]([C:13]1[C:14]([CH:22]([CH3:24])[CH3:23])=[N:15][N:16]2[CH:21]=[CH:20][CH:19]=[CH:18][C:17]=12)=[O:12]. Procedure: 3-(benzylamino)-1-(2-isopropylpyrazolo[1,5-a]pyridin-3-yl)-2-methylpropan-1-one (0.312 g, 0.93 mmol) was dissolved in MeOH (25 mL). The flask was evacuated and flushed with argon (3 cycles). Pd on C (0.312 g, 10 wt %) was added in small portions. The flask was then evacuated and flushed with hydrogen (4 cycles). The heterogeneous mixture was then vigorously stirred for 2 hours before evacuating and flushing with argon (3 cycles). The mixture was then filtered through Celite, washing with MeOH (5... Reactants: O (water), C(C)(C)(C)NC(=O)C1=CN(C2=NC=C(N=C21)C2=NN(C1=CC=C(C=C21)OC(F)F)C2CCN(CC2)C)COCC[Si](C)(C)C (2-[5-difluoromethoxy-1-(1-methyl-piperidin-4-yl)-1H-indazol-3-yl]-5-(2-trimethylsilanyl-ethoxymethyl)-5H-pyrrolo[2,3-b]pyrazine-7-carboxylic acid tert-butylamide), C(CN)N (ethylenediamine), FC(C(=O)O)(F)F (trifluoroacetic acid). The solvent is C(C)(=O)OCC (ethyl acetate), ClCCl (dichloromethane). Reaction conditions: time 2 hour. Product: C(C)(C)(C)NC(=O)C1=CNC2=NC=C(N=C21)C2=NN(C1=CC=C(C=C21)OC(F)F)C2CCN(CC2)C (2-[5-difluoromethoxy-1-(1-methyl-piperidin-4-yl)-1H-indazol-3-yl]-5H-pyrrolo[2,3-b]pyrazine-7-carboxylic acid tert-butylamide). Yield: 87.5%. As a reaction SMILES: [C:1]([NH:5][C:6]([C:8]1[C:16]2[C:11](=[N:12][CH:13]=[C:14]([C:17]3[C:25]4[C:20](=[CH:21][CH:22]=[C:23]([O:26][CH:27]([F:29])[F:28])[CH:24]=4)[N:19]([CH:30]4[CH2:35][CH2:34][N:33]([CH3:36])[CH2:32][CH2:31]4)[N:18]=3)[N:15]=2)[N:10](COCC[Si](C)(C)C)[CH:9]=1)=[O:7])([CH3:4])([CH3:3])[CH3:2].FC(F)(F)C(O)=O.C(N)CN.O>ClCCl.C(OCC)(=O)C>[C:1]([NH:5][C:6]([C:8]1[C:16]2[C:11](=[N:12][CH:13]=[C:14]([C:17]3[C:25]4[C:20](=[CH:21][CH:22]=[C:23]([O:26][CH:27]([F:29])[F:28])[CH:24]=4)[N:19]([CH:30]4[CH2:35][CH2:34][N:33]([CH3:36])[CH2:32][CH2:31]4)[N:18]=3)[N:15]=2)[NH:10][CH:9]=1)=[O:7])([CH3:4])([CH3:3])[CH3:2]. Procedure details: In a 10 ml round-bottomed flask, 2-[5-difluoromethoxy-1-(1-methyl-piperidin-4-yl)-1H-indazol-3-yl]-5-(2-trimethylsilanyl-ethoxymethyl)-5H-pyrrolo[2,3-b]pyrazine-7-carboxylic acid tert-butylamide (crude from Step 2, 103 mg, 0.131 mmol) was dissolved in dichloromethane (0.7 ml) and trifluoroacetic acid (0.40 ml, 5.2 mmol) was added. The reaction mixture was stirred at room temperature for 2 h then concentrated. The residue was suspended in dichloromethane (0.7 ml) and ethylenediamine (0.53 ml, 7.8... The reactants are CNC(C)(C)C(N)=O, Cc1c(C(=O)O)nn(-c2ccc(Cl)cc2Cl)c1-c1ccc(C(F)(F)F)cc1. Product: Cc1c(C2=NC(=O)C(C)(C)N2C)nn(-c2ccc(Cl)cc2Cl)c1-c1ccc(C(F)(F)F)cc1. RXN SMILES: [CH3:28][C:29]([C:30](=[O:31])[NH2:32])([CH3:33])[NH:34][CH3:35].[Cl:1][c:2]1[c:3](-[n:9]2[n:10][c:11]([C:25]([OH:26])=[O:27])[c:12]([CH3:24])[c:13]2-[c:14]2[cH:15][cH:16][c:17]([C:20]([F:21])([F:22])[F:23])[cH:18][cH:19]2)[cH:4][cH:5][c:6]([Cl:8])[cH:7]1>>[Cl:1][c:2]1[c:3](-[n:9]2[n:10][c:11]([C:25]3=[N:32][C:30](=[O:31])[C:29]([CH3:28])([CH3:33])[N:34]3[CH3:35])[c:12]([CH3:24])[c:13]2-[c:14]2[cH:15][cH:16][c:17]([C:20]([F:21])([F:22])[F:23])[cH:18][cH:19]2)[cH:4][cH:5][c:6]([Cl:8])[cH:7]1. The reactants are [Cl-].[Al+3].[Cl-].[Cl-] (aluminium chloride), Cl (hydrogen chloride), ClC1=NC(=NC(=N1)C1=CC=C(C=C1)OC)C1=CC=C(C=C1)OC (2-chloro-4,6-bis(4-methoxyphenyl)-1,3,5-triazine), ( 108a ), C1(O)=CC(O)=CC=C1 (resorcinol). The solvent is C1(=CC=CC=C1)C (toluene). Run at time 6 hour. Product: OC1=C(C=CC(=C1)O)C1=NC(=NC(=N1)C1=CC=C(C=C1)OC)C1=CC=C(C=C1)OC (2-(2,4-Dihydroxyphenyl)-4,6-bis(4-methoxyphenyl)-1,3,5-triazine). RXN SMILES: [Cl-].[Al+3].[Cl-].[Cl-].Cl[C:6]1[N:11]=[C:10]([C:12]2[CH:17]=[CH:16][C:15]([O:18][CH3:19])=[CH:14][CH:13]=2)[N:9]=[C:8]([C:20]2[CH:25]=[CH:24][C:23]([O:26][CH3:27])=[CH:22][CH:21]=2)[N:7]=1.[C:28]1([CH:35]=[CH:34][CH:33]=[C:31]([OH:32])[CH:30]=1)[OH:29].Cl>C1(C)C=CC=CC=1>[OH:29][C:28]1[CH:30]=[C:31]([OH:32])[CH:33]=[CH:34][C:35]=1[C:6]1[N:11]=[C:10]([C:12]2[CH:17]=[CH:16][C:15]([O:18][CH3:19])=[CH:14][CH:13]=2)[N:9]=[C:8]([C:20]2[CH:25]=[CH:24][C:23]([O:26][CH3:27])=[CH:22][CH:21]=2)[N:7]=1 |f:0.1.2.3|. Procedure: 10.3 g (0.077 mol) of aluminium chloride are added at 5 C. to a mixture of 23.0 g (0.07 mol) of 2-chloro-4,6-bis(4-methoxyphenyl)-1,3,5-triazine of the formula (108a) and 8.5 g (0.077 mol) of resorcinol in 150 ml of toluene. The temperature is allowed to rise to 20 C., and the mixture is then heated at 50 C. for 6 hours and at reflux for 24 hours. The cooled mixture is poured into 150 ml of 12% hydrogen chloride solution, and the crude product is filtered, washed neutral with water and then wash... Reaction SMILES: [O-:15][S:16]([c:17]1[cH:18][cH:19][c:20]([CH3:21])[cH:22][cH:23]1)(=[O:24])=[O:25].[OH:11][CH2:12][CH2:13][OH:14].[cH:32]1[cH:33][cH:34][cH:35][cH:36][cH:37]1.[nH+:26]1[cH:27][cH:28][cH:29][cH:30][cH:31]1.[s:1]1[c:2]2[c:3]([cH:4][c:5]1[CH:6]=[O:7])[s:8][cH:9][cH:10]2>>[s:1]1[c:2]2[c:3]([cH:4][c:5]1[CH:6]1[O:7][CH2:13][CH2:12][O:11]1)[s:8][cH:9][cH:10]2. Product: c1cc2sc(C3OCCO3)cc2s1. The reactants are Cc1ccc(S(=O)(=O)[O-])cc1, OCCO, c1ccccc1, c1cc[nH+]cc1, O=Cc1cc2sccc2s1. Reactants: COC(C1=CC=C(C=C1)OCCOC1=C(C=C(C=C1C)C(C(F)(F)F)(C(F)(F)F)OCC1=CC=C(C=C1)OC)C)=O (4-(2-{2,6-dimethyl-4-[2,2,2-trifluoro-1-(4-methoxy-benzyloxy)-1-trifluoromethyl-ethyl]-phenoxy}-ethoxy)-benzoic acid methyl ester), ClC(C)Cl (dichloroethane), C(#N)C1=C(C(=O)C(=C(C1=O)Cl)Cl)C#N (DDQ), O (water). Run in ClCCl (dichloromethane), CCOC(=O)C (EtOAc). Reaction conditions: temperature 70 celsius, time 8 hour. Product: COC(C1=CC=C(C=C1)OCCOC1=C(C=C(C=C1C)C(C(F)(F)F)(C(F)(F)F)O)C)=O (4-{2-[2,6-dimethyl-4-(2,2,2-trifluoro-1-hydroxy-1-trifluoromethyl-ethyl)-phenoxy]-ethoxy}-benzoic acid methyl ester). The yield is 22.5%. RXN SMILES: [CH3:1][O:2][C:3](=[O:41])[C:4]1[CH:9]=[CH:8][C:7]([O:10][CH2:11][CH2:12][O:13][C:14]2[C:19]([CH3:20])=[CH:18][C:17]([C:21]([O:30]CC3C=CC(OC)=CC=3)([C:26]([F:29])([F:28])[F:27])[C:22]([F:25])([F:24])[F:23])=[CH:16][C:15]=2[CH3:40])=[CH:6][CH:5]=1.ClC(Cl)C.C(C1C(=O)C(Cl)=C(Cl)C(=O)C=1C#N)#N.O>ClCCl.CCOC(C)=O>[CH3:1][O:2][C:3](=[O:41])[C:4]1[CH:5]=[CH:6][C:7]([O:10][CH2:11][CH2:12][O:13][C:14]2[C:15]([CH3:40])=[CH:16][C:17]([C:21]([OH:30])([C:22]([F:23])([F:24])[F:25])[C:26]([F:28])([F:29])[F:27])=[CH:18][C:19]=2[CH3:20])=[CH:8][CH:9]=1. Reported procedure: To 105 mg (0.2 mmol) of 4-(2-{2,6-dimethyl-4-[2,2,2-trifluoro-1-(4-methoxy-benzyloxy)-1-trifluoromethyl-ethyl]-phenoxy}-ethoxy)-benzoic acid methyl ester in 5 mL of dichloroethane 61 mg (0.3 mmol) of DDQ and a drop of water were added. The reaction mixture was stirred at 70° C. overnight, cooled to room temperature and was diluted with dichloromethane and EtOAc, dried (Na2SO4) and evaporated. Column chromatography on ISOLUTE Flash NH2 with EtOAc/n-heptane 1:1 gave 21 mg (25%) of 4-{2-[2,6-dimeth... Reactants: C=CC#N, C1=Cc2ccccc2C(C2CCNCC2)c2ccccc21, c1ccccc1. Product: N#CCCN1CCC(C2c3ccccc3C=Cc3ccccc32)CC1. RXN SMILES: [CH2:22]=[CH:23][C:24]#[N:25].[cH:1]1[cH:2][cH:3][cH:4][c:5]2[c:11]1[CH:10]=[CH:9][c:8]1[c:7]([cH:15][cH:14][cH:13][cH:12]1)[CH:6]2[CH:16]1[CH2:17][CH2:18][NH:19][CH2:20][CH2:21]1.[cH:26]1[cH:27][cH:28][cH:29][cH:30][cH:31]1>>[cH:1]1[cH:2][cH:3][cH:4][c:5]2[c:11]1[CH:10]=[CH:9][c:8]1[c:7]([cH:15][cH:14][cH:13][cH:12]1)[CH:6]2[CH:16]1[CH2:17][CH2:18][N:19]([CH2:22][CH2:23][C:24]#[N:25])[CH2:20][CH2:21]1.